This data is from the Open Reaction Database (ORD), a public repository of structured organic reaction records. The task is: describe an organic reaction: reactants, conditions, products, and yield Reactants: CCOC(=O)c1cnn(C(C)(C)C)c1C, CCO, Cl, [Li+], C1COCCO1, [OH-], O, O, O. The product is Cc1c(C(=O)O)cnn1C(C)(C)C. RXN SMILES: [C:1]([CH3:2])([CH3:3])([CH3:4])[n:5]1[n:6][cH:7][c:8]([C:11](=[O:12])[O:13][CH2:14][CH3:15])[c:9]1[CH3:10].[CH2:27]([OH:28])[CH3:29].[ClH:19].[Li+:18].[O:20]1[CH2:21][CH2:22][O:23][CH2:24][CH2:25]1.[OH-:17].[OH2:16].[OH2:26].[OH2:30]>>[C:1]([CH3:2])([CH3:3])([CH3:4])[n:5]1[n:6][cH:7][c:8]([C:11](=[O:12])[OH:13])[c:9]1[CH3:10]. The reactants are IC1=CNC2=CC=CC=C12 (3-iodoindole), CC(C)(C)[O-].[K+] (t-BuOK), C1(=CC=CC=C1)CBr (PhCH2Br). Solvent: C1CCOC1 (THF). Conditions: time 1 hour. Yields the product C(C1=CC=CC=C1)N1C=C(C2=CC=CC=C12)I (N-benzyl-3-Iodoindole). Yield: 49.8%. As a reaction SMILES: [I:1][C:2]1[C:10]2[C:5](=[CH:6][CH:7]=[CH:8][CH:9]=2)[NH:4][CH:3]=1.CC([O-])(C)C.[K+].[C:17]1([CH2:23]Br)[CH:22]=[CH:21][CH:20]=[CH:19][CH:18]=1>C1COCC1>[CH2:23]([N:4]1[C:5]2[C:10](=[CH:9][CH:8]=[CH:7][CH:6]=2)[C:2]([I:1])=[CH:3]1)[C:17]1[CH:22]=[CH:21][CH:20]=[CH:19][CH:18]=1 |f:1.2|. Procedure details: To a solution of 3-iodoindole (1, 2.9 g, 11.93 mmol) in THF (50 mL) is added t-BuOK (1.6 g, 14.26 mmol) at 0° C. After 1 h, PhCH2Br (3.0 g, 17.54 mmol) is added dropwise over 20 min at 0° C. The reaction is then warmed to room temperature and stirred for additional 4 h, then concentrated under reduced pressure. The residue is partitioned between EtOAc (60 mL) and H2O (30 mL). The organic layer is dried (MgSO4). The solvent is then removed and purification by flash column chromatography from EtOA... Starting materials: 10.2, C(C(=C)C)(=O)OCC(CCCC)CC (2-ethylhexyl methacrylate), C(C=C)(=O)OCC (ethyl acrylate), ESTER, C(C=C)(=O)O (acrylic acid), C(C)C(C(=O)OOOC(C)(C)C)CCCC (t-butylperoxy 2-ethylhexanoate), solids, C(C)C(C(=O)OC(C)(C)C)CCCC (t-butyl 2-ethylhexanoate), 64. Solvent: C(CCC)O (n-butanol), C=1(C(=CC=CC1)C)C (xylene), C(CCC)O (n-butanol), C=1(C(=CC=CC1)C)C (xylene). Run at temperature 100 celsius, time 30 minute. Product: CC(C)C1=CC2=CCC3C(C2CC1)(CCCC3(C)C(=O)O)C (resin acid), 90. Reaction SMILES: C(O[CH2:7][CH:8]([CH2:13][CH3:14])[CH2:9][CH2:10][CH2:11][CH3:12])(=O)C(C)=C.[C:15]([O:19]CC)(=[O:18])[CH:16]=[CH2:17].[C:22](O)(=O)[CH:23]=[CH2:24].[CH2:27]([CH:29]([CH2:39][CH2:40]CC)C(OOOC(C)(C)C)=O)[CH3:28].[CH2:43](C(CCCC)C(OC(C)(C)C)=O)C>C(O)CCC.C1(C)C(C)=CC=CC=1>[CH3:22][CH:23]([C:12]1[CH2:11][CH2:10][CH:9]2[C:27](=[CH:29][CH2:39][CH:40]3[C:16]([C:15]([OH:19])=[O:18])([CH3:17])[CH2:43][CH2:14][CH2:13][C:8]32[CH3:7])[CH:28]=1)[CH3:24]. Procedure details: A mixture of 64 parts of xylene and 16 parts of n-butanol was heated to 100° C. in the same flask as used in Production Example 1. To this was added dropwise a mixture of 10.2 parts of 2-ethylhexyl methacrylate, 66.8 parts of ethyl acrylate, 11.4 parts of NK ESTER M-90G, 11.6 parts of acrylic acid and 2 parts of t-butylperoxy 2-ethylhexanoate at a constant rate over 3 hours. After the addition, the mixture was kept at the same temperature for 30 minutes. Then a solution of 0.2 parts of t-butyl 2... The reactants are ClC1=C(C=CC=C1)S(=O)(=O)N1C=C(C2=CC=CC=C12)\C=C\1/OC2=C(C1=O)C=CC(=C2CN2CCN(CC2)C(=O)OC(C)(C)C)O (tert-butyl (Z)-4-[(2-{[1-(2-chlorophenylsulfonyl)-1H-indol-3-yl]methylene}-6-hydroxy-3-oxo-2,3-dihydrobenzofuran-7-yl)methyl]piperazine-1-carboxylate), FC(C(=O)O)(F)F (trifluoroacetic acid). Run in C(Cl)Cl (methylene chloride). Reaction conditions: time 8 hour. The product is Cl.Cl.ClC1=C(C=CC=C1)S(=O)(=O)N1C=C(C2=CC=CC=C12)\C=C\1/OC2=C(C1=O)C=CC(=C2CN2CCNCC2)O ((Z)-2-{[1-(2-chlorophenylsulfonyl)-1H-indol-3-yl]methylene}-6-hydroxy-7-(piperazin-1-ylmethyl)benzofuran-3(2H)-one dihydrochloride). The yield is 239.4%. RXN SMILES: [Cl:1][C:2]1[CH:7]=[CH:6][CH:5]=[CH:4][C:3]=1[S:8]([N:11]1[C:19]2[C:14](=[CH:15][CH:16]=[CH:17][CH:18]=2)[C:13](/[CH:20]=[C:21]2\[O:22][C:23]3[C:30]([CH2:31][N:32]4[CH2:37][CH2:36][N:35](C(OC(C)(C)C)=O)[CH2:34][CH2:33]4)=[C:29]([OH:45])[CH:28]=[CH:27][C:24]=3[C:25]\2=[O:26])=[CH:12]1)(=[O:10])=[O:9].FC(F)(F)C(O)=O>C(Cl)Cl>[ClH:1].[ClH:1].[Cl:1][C:2]1[CH:7]=[CH:6][CH:5]=[CH:4][C:3]=1[S:8]([N:11]1[C:19]2[C:14](=[CH:15][CH:16]=[CH:17][CH:18]=2)[C:13](/[CH:20]=[C:21]2\[O:22][C:23]3[C:30]([CH2:31][N:32]4[CH2:33][CH2:34][NH:35][CH2:36][CH2:37]4)=[C:29]([OH:45])[CH:28]=[CH:27][C:24]=3[C:25]\2=[O:26])=[CH:12]1)(=[O:9])=[O:10] |f:3.4.5|. Reported procedure: A solution of tert-butyl (Z)-4-[(2-{[1-(2-chlorophenylsulfonyl)-1H-indol-3-yl]methylene}-6-hydroxy-3-oxo-2,3-dihydrobenzofuran-7-yl)methyl]piperazine-1-carboxylate (0.0930 g, 0.143 mmol) in methylene chloride (4 mL) was added with trifluoroacetic acid (4 mL), and the mixture was stirred overnight at room temperature. The reaction mixture was concentrated, then a solution of the resulting residue in methanol (4 mL) was added with a 5% solution of hydrogen chloride in methanol (1 mL), and the mixt... Run at time 1 hour. Product: C(C)OC(C=C(C)C1=CC=C(C=C1)C1=C(C=C(C=C1)F)F)=O (3-(2',4'-difluoro-4-biphenylyl)-2-butenoic acid ethyl ester). Solvent: C1CCOC1 (THF), CCOCC (ether), CCOCC (ether). Reported procedure: A solution of 23.2 g. of 4-acetyl-2',4'-difluorobiphenyl in 50 ml. of THF and 50 ml. of ether is added slowly dropwise to a solution of 17.5 g. of ethoxyethinylmagnesium bromide in 200 ml. of ether, prepared by reacting ethoxyacetylene with ethyl magnesium bromide. The mixture is stirred for 1 hour at 20°. The reaction product is hydrolyzed with ice water/ammonium chloride and extracted with ether. The combined ether extracts are dried over MgSO4 and evaporated. Residual 1-ethoxy-3-(2',4'-difluo... As a reaction SMILES: [C:1]([C:4]1[CH:9]=[CH:8][C:7]([C:10]2[CH:15]=[CH:14][C:13]([F:16])=[CH:12][C:11]=2[F:17])=[CH:6][CH:5]=1)(=O)[CH3:2].[CH2:18]([O:20][C:21]#[C:22][Mg]Br)[CH3:19].C([O:27]C#C)C.C([Mg]Br)C>CCOCC.C1COCC1>[CH2:18]([O:20][C:21](=[O:27])[CH:22]=[C:1]([C:4]1[CH:9]=[CH:8][C:7]([C:10]2[CH:15]=[CH:14][C:13]([F:16])=[CH:12][C:11]=2[F:17])=[CH:6][CH:5]=1)[CH3:2])[CH3:19]. The reactants are C(C)(=O)C1=CC=C(C=C1)C1=C(C=C(C=C1)F)F (4-acetyl-2',4'-difluorobiphenyl), ice water ammonium chloride, C(C)[Mg]Br (ethyl magnesium bromide), C(C)OC#C[Mg]Br (ethoxyethinylmagnesium bromide), C(C)OC#C (ethoxyacetylene). RXN SMILES: [NH:1](C(OC(C)(C)C)=O)[C@H:2]([C:10]([NH:12][CH2:13][C:14]([O:16][CH3:17])=[O:15])=[O:11])[CH2:3][S:4][CH2:5][NH:6][C:7]([CH3:9])=[O:8].[ClH:25]>CO.O1CCOCC1>[NH2:1][C@H:2]([C:10]([NH:12][CH2:13][C:14]([O:16][CH3:17])=[O:15])=[O:11])[CH2:3][S:4][CH2:5][NH:6][C:7]([CH3:9])=[O:8].[ClH:25] |f:4.5|. Run at time 10 minute. The product is N[C@@H](CSCNC(=O)C)C(=O)NCC(=O)OC.Cl (H-Cys(Acm)-Gly-OMe.HCl). Reported procedure: 5 g of Boc-Cys(Acm)-Gly-OMe are dissolved in 20 ml of methanol and 50 ml of 4.4 N HCl in dioxane are added. After 10 minutes at 25°C, the mixture is concentrated to half its volume and 100 ml of ether are added. The mother liquor is separated from the resulting amorphous precipitate and the latter is dried. Starting materials: N([C@@H](CSCNC(=O)C)C(=O)NCC(=O)OC)C(=O)OC(C)(C)C (Boc-Cys(Acm)-Gly-OMe), Cl (HCl). Solvent: CO (methanol), O1CCOCC1 (dioxane). The reactants are OC=1C(C2=CC=CC=C2C(C1CCCCCCCCC[Si](C)(C)C)=O)=O (2-hydroxy-3-(9-trimethylsilylnonyl)-1,4-naphthoquinone), C(C)(C)N(CC)C(C)C (diisopropylethylamine), C(C)OCCl (ethoxymethyl chloride). Run in ClCCl (dichloromethane), ClCCl (dichloromethane), ClCCl (dichloromethane). Conditions: time 3 minute. Yields the product C(C)OCOC=1C(C2=CC=CC=C2C(C1CCCCCCCCC[Si](C)(C)C)=O)=O (2-ethoxymethoxy-3-(9-trimethylsilylnonyl)-1,4-naphthoquinone). As a reaction SMILES: [OH:1][C:2]1[C:3](=[O:26])[C:4]2[C:9]([C:10](=[O:25])[C:11]=1[CH2:12][CH2:13][CH2:14][CH2:15][CH2:16][CH2:17][CH2:18][CH2:19][CH2:20][Si:21]([CH3:24])([CH3:23])[CH3:22])=[CH:8][CH:7]=[CH:6][CH:5]=2.C(N(C(C)C)CC)(C)C.[CH2:36]([O:38][CH2:39]Cl)[CH3:37]>ClCCl>[CH2:36]([O:38][CH2:39][O:1][C:2]1[C:3](=[O:26])[C:4]2[C:9]([C:10](=[O:25])[C:11]=1[CH2:12][CH2:13][CH2:14][CH2:15][CH2:16][CH2:17][CH2:18][CH2:19][CH2:20][Si:21]([CH3:22])([CH3:23])[CH3:24])=[CH:8][CH:7]=[CH:6][CH:5]=2)[CH3:37]. Procedure: To a stirred solution of 2-hydroxy-3-(9-trimethylsilylnonyl)-1,4-naphthoquinone, Example 12, (500 mg, 2.06 mmol) in dry dichloromethane (20 ml) at room temperature was added diisopropylethylamine (1.33 g, 10.3 mmol) and, after 3 minutes, ethoxymethyl chloride (831 mg, 10.3 mmol) in dichloromethane (5 ml). The reaction was stirred for 1 h before diluting with dichloromethane (30 ml), washing with water (2×20 ml), dilute hydrochloric acid (20 ml), saturated sodium chloride solution (20 ml) and dry... Reaction SMILES: [CH3:2][S+:3]([CH3:4])([CH3:5])=[O:6].[CH3:50][S:51]([CH3:52])=[O:53].[CH3:8][Si:9]([N-:10][Si:11]([CH3:12])([CH3:13])[CH3:14])([CH3:15])[CH3:16].[Cl:17][c:18]1[cH:19][c:20](-[c:28]2[n:29][c:30](-[c:33]3[cH:34][cH:35][cH:36][c:37]4[c:38]([CH:43]=[CH:44][C:45](=[O:46])[O:47][CH2:48][CH3:49])[cH:39][n:40]([CH3:42])[c:41]34)[n:31][o:32]2)[cH:21][cH:22][c:23]1[O:24][CH:25]([CH3:26])[CH3:27].[I-:1].[Na+:7]>>[CH2:8]1[CH:43]([c:38]2[c:37]3[cH:36][cH:35][cH:34][c:33](-[c:30]4[n:29][c:28](-[c:20]5[cH:19][c:18]([Cl:17])[c:23]([O:24][CH:25]([CH3:26])[CH3:27])[cH:22][cH:21]5)[o:32][n:31]4)[c:41]3[n:40]([CH3:42])[cH:39]2)[CH:44]1[C:45](=[O:46])[O:47][CH2:48][CH3:49]. The reactants are C[S+](C)(C)=O, CS(C)=O, C[Si](C)(C)[N-][Si](C)(C)C, CCOC(=O)C=Cc1cn(C)c2c(-c3noc(-c4ccc(OC(C)C)c(Cl)c4)n3)cccc12, [I-], [Na+]. Product: CCOC(=O)C1CC1c1cn(C)c2c(-c3noc(-c4ccc(OC(C)C)c(Cl)c4)n3)cccc12. Starting materials: ClC=1C=C(C(=O)OO)C=CC1 (m-chloroperoxybenzoic acid), C(CCC)C=1C=2CCCCC2N=C2CCCCC12 (9-n-butyl-1,2,3,4,5,6,7,8-octahydroacridine). Run in C(Cl)Cl (methylene chloride), C(Cl)Cl (methylene chloride). Yields the product C(CCC)C1=C2CCCCC2=[N+](C=2CCCCC12)[O-] (9-n-butyl-1,2,3,4,5,6,7,8-octahydroacridine-N-oxide). Yield: 96.4%. As a reaction SMILES: ClC1C=C(C=CC=1)C(OO)=[O:6].[CH2:12]([C:16]1[C:17]2[CH2:18][CH2:19][CH2:20][CH2:21][C:22]=2[N:23]=[C:24]2[C:29]=1[CH2:28][CH2:27][CH2:26][CH2:25]2)[CH2:13][CH2:14][CH3:15]>C(Cl)Cl>[CH2:12]([C:16]1[C:17]2[CH2:18][CH2:19][CH2:20][CH2:21][C:22]=2[N+:23]([O-:6])=[C:24]2[C:29]=1[CH2:28][CH2:27][CH2:26][CH2:25]2)[CH2:13][CH2:14][CH3:15]. Reported procedure: Into a 1 L round-bottomed flask equipped with a magnetic stirrer, a reflux condenser and a 250 ml addition funnel are placed 56.3 g (0.26 mol) of m-chloroperoxybenzoic acid (Note 12) and 350 mL of methylene chloride. The resulting suspension is stirred as a solution of 38.0 g (0.16 mol) of 9-n-butyl-1,2,3,4,5,6,7,8-octahydroacridine in 120 mL of methylene chloride is added rapidly. When the reaction mixture ceases to boil gently from the heat of reaction, the reaction flask is warmed to extend t...